Dataset: the Open Reaction Database (ORD), a public repository of structured organic reaction records. Task: describe an organic reaction: reactants, conditions, products, and yield Starting materials: O=C([O-])[O-], CC#N, NS(=O)(=O)c1cccc(-c2c(Cl)nc(C(F)(F)F)nc2-c2ccc(F)cc2)c1, [K+], [K+], O, CONC(=O)c1ccc(O)c(OC)c1. The product is CONC(=O)c1ccc(Oc2nc(C(F)(F)F)nc(-c3ccc(F)cc3)c2-c2cccc(S(N)(=O)=O)c2)c(OC)c1. Reaction SMILES: [C:43](=[O:44])([O-:45])[O-:46].[CH3:50][C:51]#[N:52].[Cl:1][c:2]1[n:3][c:4]([C:25]([F:26])([F:27])[F:28])[n:5][c:6](-[c:18]2[cH:19][cH:20][c:21]([F:24])[cH:22][cH:23]2)[c:7]1-[c:8]1[cH:9][c:10]([S:14](=[O:15])(=[O:16])[NH2:17])[cH:11][cH:12][cH:13]1.[K+:47].[K+:48].[OH2:49].[OH:29][c:30]1[c:31]([O:41][CH3:42])[cH:32][c:33]([C:34](=[O:35])[NH:36][O:37][CH3:38])[cH:39][cH:40]1>>[c:2]1([O:29][c:30]2[c:31]([O:41][CH3:42])[cH:32][c:33]([C:34](=[O:35])[NH:36][O:37][CH3:38])[cH:39][cH:40]2)[n:3][c:4]([C:25]([F:26])([F:27])[F:28])[n:5][c:6](-[c:18]2[cH:19][cH:20][c:21]([F:24])[cH:22][cH:23]2)[c:7]1-[c:8]1[cH:9][c:10]([S:14](=[O:15])(=[O:16])[NH2:17])[cH:11][cH:12][cH:13]1. Starting materials: O=C(O)CCc1ccccc1Br, C1CCOC1, [Li]CCCC, CC(C)NC(C)C, Cl, CC(C)CI. Yields the product CC(C)CC(Cc1ccccc1Br)C(=O)O. As a reaction SMILES: [Br:13][c:14]1[c:15]([CH2:20][CH2:21][C:22](=[O:23])[OH:24])[cH:16][cH:17][cH:18][cH:19]1.[CH2:31]1[O:32][CH2:33][CH2:34][CH2:35]1.[CH3:8][CH2:9][CH2:10][CH2:11][Li:12].[CH:1]([NH:2][CH:3]([CH3:4])[CH3:5])([CH3:6])[CH3:7].[ClH:30].[I:25][CH2:26][CH:27]([CH3:28])[CH3:29]>>[Br:13][c:14]1[c:15]([CH2:20][CH:21]([C:22](=[O:23])[OH:24])[CH2:26][CH:27]([CH3:28])[CH3:29])[cH:16][cH:17][cH:18][cH:19]1. Starting materials: Cl (Hydrogen chloride), O1CCOCC1 (1,4-Dioxane), C(C1=CC=CC=C1)N1CC(CCC1)N1N=CC=C1C1=CC2=C(C=3N(CCO2)C=C(N3)C3=NC(=NN3C(C)C)C)C=C1 (9-(1-(1-benzylpiperidin-3-yl)-1H-pyrazol-5-yl)-2-(1-isopropyl-3-methyl-1H-1,2,4-triazol-5-yl)-5,6-dihydrobenzo[f]imidazo[1,2-d][1,4]oxazepine). Reagents/catalysts: [Pd] (Palladium on Carbon). Solvent: CO (Methanol). Reaction conditions: time 8 hour. Product: C(C)(C)N1N=C(N=C1C=1N=C2N(CCOC3=C2C=CC(=C3)C3=CC=NN3C3CNCCC3)C1)C (2-(1-isopropyl-3-methyl-1H-1,2,4-triazol-5-yl)-9-(1-(piperidin-3-yl)-1H-pyrazol-5-yl)-5,6-dihydrobenzo[f]imidazo[1,2-d][1,4]oxazepine). RXN SMILES: C([N:8]1[CH2:13][CH2:12][CH2:11][CH:10]([N:14]2[C:18]([C:19]3[CH:41]=[CH:40][C:22]4[C:23]5[N:24]([CH:28]=[C:29]([C:31]6[N:35]([CH:36]([CH3:38])[CH3:37])[N:34]=[C:33]([CH3:39])[N:32]=6)[N:30]=5)[CH2:25][CH2:26][O:27][C:21]=4[CH:20]=3)=[CH:17][CH:16]=[N:15]2)[CH2:9]1)C1C=CC=CC=1.Cl.O1CCOCC1>CO.[Pd]>[CH:36]([N:35]1[C:31]([C:29]2[N:30]=[C:23]3[C:22]4[CH:40]=[CH:41][C:19]([C:18]5[N:14]([CH:10]6[CH2:11][CH2:12][CH2:13][NH:8][CH2:9]6)[N:15]=[CH:16][CH:17]=5)=[CH:20][C:21]=4[O:27][CH2:26][CH2:25][N:24]3[CH:28]=2)=[N:32][C:33]([CH3:39])=[N:34]1)([CH3:38])[CH3:37]. Procedure details: 9-(1-(1-benzylpiperidin-3-yl)-1H-pyrazol-5-yl)-2-(1-isopropyl-3-methyl-1H-1,2,4-triazol-5-yl)-5,6-dihydrobenzo[f]imidazo[1,2-d][1,4]oxazepine (500 mg, 0.0009 mol) was dissolved in Methanol (10 mL). 4.0 M of Hydrogen chloride in 1,4-Dioxane (0.5 mL, 0.002 mol) was added. 10% Palladium on Carbon (0.1:0.9, Palladium: carbon black, 120 mg, 0.00011 mol) was added under a stream of Nitrogen. The reaction mixture was vac/flushed with H2 (balloon) and stirred overnight at room temperature. LCMS show rea... The reactants are C(C#C)Br (propargyl bromide), CN(CCO)C (dimethyl-ethanolamine), C1CCOC1 (THF). Reaction conditions: time 8 hour. Product: C(C#C)OCC[N+](C)(C)C (Propargyl-choline), [Br-].C(C#C)OCC[N+](C)(C)C (propargyl-choline bromide). Isolated yield 84.0%. RXN SMILES: [CH2:1]([Br:4])[C:2]#[CH:3].[CH3:5][N:6]([CH3:10])[CH2:7][CH2:8][OH:9].[CH2:11]1[CH2:15][O:14][CH2:13][CH2:12]1>>[CH2:1]([O:9][CH2:8][CH2:7][N+:6]([CH3:11])([CH3:10])[CH3:5])[C:2]#[CH:3].[Br-:4].[CH2:13]([O:14][CH2:15][CH2:11][N+:6]([CH3:10])([CH3:7])[CH3:5])[C:12]#[CH:1] |f:4.5|. Reported procedure: Propargyl-choline was synthesized by the following procedure: 4 grams of propargyl bromide (80% solution in toluene, 34 mmoles) were slowly added to 3 grams of dimethyl-ethanolamine (34 mmoles) in 10 mL of dry THF, while stirring on ice. The mix was allowed to reach room temperature and stirring was continued overnight. The resulting white solid was filtered and washed extensively with cold THF (10 times, 20 mL), to afford pure propargyl-choline bromide (5.9 grams, 84% yield) as a white solid. P...